Dataset: the Open Reaction Database (ORD), a public repository of structured organic reaction records. Task: describe an organic reaction: reactants, conditions, products, and yield Starting materials: COc1nc2ccccc2cc1NC(=O)Oc1ccccc1, Cc1sccc1N1CCNCC1. Product: COc1nc2ccccc2cc1NC(=O)N1CCN(c2ccsc2C)CC1. RXN SMILES: [CH3:1][O:2][c:3]1[n:4][c:5]2[cH:6][cH:7][cH:8][cH:9][c:10]2[cH:11][c:12]1[NH:13][C:14]([O:15][c:16]1[cH:17][cH:18][cH:19][cH:20][cH:21]1)=[O:22].[CH3:23][c:24]1[s:25][cH:26][cH:27][c:28]1[N:29]1[CH2:30][CH2:31][NH:32][CH2:33][CH2:34]1>>[CH3:1][O:2][c:3]1[n:4][c:5]2[cH:6][cH:7][cH:8][cH:9][c:10]2[cH:11][c:12]1[NH:13][C:14](=[O:22])[N:32]1[CH2:31][CH2:30][N:29]([c:28]2[c:24]([CH3:23])[s:25][cH:26][cH:27]2)[CH2:34][CH2:33]1. Solvent: C(C)O (ethanol). As a reaction SMILES: [CH:1]([N:3]1[C:8]([C:9](=[N:15][O:16][CH3:17])[C:10]([O:12]CC)=[O:11])=[CH:7][S:6][CH2:5][CH2:4]1)=[O:2].[OH-].[K+]>C(O)C>[CH:1]([N:3]1[C:8]([C:9](=[N:15][O:16][CH3:17])[C:10]([OH:12])=[O:11])=[CH:7][S:6][CH2:5][CH2:4]1)=[O:2] |f:1.2|. Yields the product C(=O)N1CCSC=C1C(C(=O)O)=NOC (2-(4-formyl-2,3-dihydro-4H-1,4-thiazin-5-yl)-2-methoxyiminoacetic acid). Conditions: time 1.25 hour. The reactants are aqueous solution, [OH-].[K+] (potassium hydroxide), C(=O)N1CCSC=C1C(C(=O)OCC)=NOC (ethyl 2-(4-formyl-2,3-dihydro-4H-1,4-thiazin-5-yl)-2-methoxyiminoacetate). Procedure: To a suspension of thus obtained ethyl 2-(4-formyl-2,3-dihydro-4H-1,4-thiazin-5-yl)-2-methoxyiminoacetate (syn isomer, 4.8 g.) in ethanol (48 ml.) was added 1N aqueous solution of potassium hydroxide (22.3 ml.), and the mixture was stirred at room temperature for 1.25 hours. After removing ethanol from the resultant solution under reduced pressure, water was added to the residue to a total volume of 100 ml., and washed with diethyl ether. The solution was adjusted to pH 1 with 10% hydrochloric a... The yield is 82.0%. Starting materials: C12(C(=O)CC(CC1)C2(C)C)C (camphor), C(OCC)(OCC)OCC (triethyl orthoformate), C1(=CC=C(C=C1)S(=O)(=O)O)C (p-toluenesulfonic acid). The solvent is C(C)O (ethanol). The product is C(C)OC1(C2(CCC(C1)C2(C)C)C)OCC (2,2-diethoxy-1,7,7-trimethyl bicyclo-[2.2.1]heptane). Reaction SMILES: [C:1]12(C)[C:8]([CH3:10])([CH3:9])[CH:5]([CH2:6][CH2:7]1)[CH2:4][C:2]2=O.[CH:12]([O:19][CH2:20][CH3:21])([O:16][CH2:17][CH3:18])OCC.C1(C)C=CC(S(O)(=O)=O)=CC=1>C(O)C>[CH2:20]([O:19][C:12]1([O:16][CH2:17][CH3:18])[CH2:7][CH:1]2[C:8]([CH3:10])([CH3:9])[C:5]1([CH3:6])[CH2:4][CH2:2]2)[CH3:21]. Reported procedure: To a flask with reflux condenser, (25 g) camphor and 50 ml absolute ethanol was taken. (36.45 g) (1.5 eq.) triethyl orthoformate and crystals of p-toluenesulfonic acid was added into the reaction mixture. The reaction mixture was heated to reflux overnight. The reaction mixture was cooled and concentrated on rotavapour and was washed with 10% potassium hydroxide solution. Extract it with dichloromethane and concentrated the organic layer on rotavapour, yellow colored liquid product was obtained.... Reactants: [Al+3], CC(C)CCN1CCN(N=O)CC1, [H-], [H-], [H-], [H-], [Li+], C1CCOC1. Yields the product CC(C)CCN1CCN(N)CC1. RXN SMILES: [Al+3:15].[CH3:1][CH:2]([CH2:3][CH2:4][N:5]1[CH2:6][CH2:7][N:8]([N:11]=[O:12])[CH2:9][CH2:10]1)[CH3:13].[H-:14].[H-:17].[H-:18].[H-:19].[Li+:16].[O:20]1[CH2:21][CH2:22][CH2:23][CH2:24]1>>[CH3:1][CH:2]([CH2:3][CH2:4][N:5]1[CH2:6][CH2:7][N:8]([NH2:11])[CH2:9][CH2:10]1)[CH3:13].